This data is from the Open Reaction Database (ORD), a public repository of structured organic reaction records. The task is: describe an organic reaction: reactants, conditions, products, and yield Starting materials: CC1=C(C)C(=O)C(C(CCCCCC(=O)Oc2ccc([N+](=O)[O-])cc2)c2ccccc2)=C(C)C1=O, N, C1CCOC1. Yields the product CC1=C(C)C(=O)C(C(CCCCCC(N)=O)c2ccccc2)=C(C)C1=O. Reaction SMILES: [CH3:1][C:2]1=[C:3]([CH:12]([CH2:13][CH2:14][CH2:15][CH2:16][CH2:17][C:18](=[O:19])[O:20][c:21]2[cH:22][cH:23][c:24]([N+:25]([O-:26])=[O:27])[cH:28][cH:29]2)[c:30]2[cH:31][cH:32][cH:33][cH:34][cH:35]2)[C:4](=[O:11])[C:5]([CH3:10])=[C:6]([CH3:9])[C:7]1=[O:8].[NH3:36].[O:37]1[CH2:38][CH2:39][CH2:40][CH2:41]1>>[CH3:1][C:2]1=[C:3]([CH:12]([CH2:13][CH2:14][CH2:15][CH2:16][CH2:17][C:18](=[O:19])[NH2:36])[c:30]2[cH:31][cH:32][cH:33][cH:34][cH:35]2)[C:4](=[O:11])[C:5]([CH3:10])=[C:6]([CH3:9])[C:7]1=[O:8]. Reactants: C(C)(C)(C)OC(=O)N[C@@H](CC1=CC=CC=C1)C(=O)O (tert-butyloxycarbonyl-L-phenylalanine), Cl.CNOC (N,O-dimethylhydroxylamine hydrochloride). Product: C(C)(C)(C)OC(=O)N[C@@H](CC1=CC=CC=C1)C(=O)N(OC)C (Nα -tert-butyloxycarbonyl-N,O-dimethyl-phenylalanine hydroxamic acid). Yield: 8042.2%. Reaction SMILES: [C:1]([O:5][C:6]([NH:8][C@H:9]([C:17]([OH:19])=O)[CH2:10][C:11]1[CH:16]=[CH:15][CH:14]=[CH:13][CH:12]=1)=[O:7])([CH3:4])([CH3:3])[CH3:2].Cl.[CH3:21][NH:22][O:23][CH3:24]>>[C:1]([O:5][C:6]([NH:8][C@H:9]([C:17]([N:22]([CH3:21])[O:23][CH3:24])=[O:19])[CH2:10][C:11]1[CH:12]=[CH:13][CH:14]=[CH:15][CH:16]=1)=[O:7])([CH3:2])([CH3:3])[CH3:4] |f:1.2|. Reported procedure: The title compound was synthesized from tert-butyloxycarbonyl-L-phenylalanine (2.65 g, 0.1 mmol) and N,O-dimethylhydroxylamine hydrochloride (1.07 g, 11 mmol) according to the procedure given for 1. The synthesis yielded compound 5 as an oil (2.48 g, 81%): Rf 0.40 (ethyl acetate/hexane, 1:1), Rf 0.78 (chloroform/methanol/acetic acid, 85:10:5); 1H-NMR (CDCl3, 17° C.)δ 1.38 (9H, s, C(CH3)3, 3.05 (2H, m, CH2), 3.18 (3H, s, N--CH3),3.66 (3 H, s, O--CH3), 4.97 (1H, m, CH), 5.18 (1H, d (br.),NH), 7.17... The reactants are O (water), BrN1C(CCC1=O)=O (N-bromosuccinimide), CN1N=CN2C1=CN1C(C3=C2C=CC=C3)=CC3=CC=CC=C31 (1-methyl-4H-indolo[1,2-d][1,2,4]triazolo[4,3-a][1,4]benzodiazepine). The solvent is CN(C=O)C (dimethylformamide), CN(C=O)C (dimethylformamide). Conditions: time 1 hour. Product: BrC1=C2C=C3N(C=C4N(C5=C3C=CC=C5)C=NN4C)C2=CC=C1 (10-Bromo-1-methyl-4H-indolo[1,2-d][1,2,4]triazolo[4,3-a][1,4]benzodiazepine). Yield: 56.6%. RXN SMILES: [Br:1]N1C(=O)CCC1=O.[CH3:9][N:10]1[C:14]2=[CH:15][N:16]3[C:30]4[C:25](=[CH:26][CH:27]=[CH:28][CH:29]=4)[CH:24]=[C:17]3[C:18]3[CH:23]=[CH:22][CH:21]=[CH:20][C:19]=3[N:13]2[CH:12]=[N:11]1.O>CN(C)C=O>[Br:1][C:26]1[CH:27]=[CH:28][CH:29]=[C:30]2[C:25]=1[CH:24]=[C:17]1[C:18]3[CH:23]=[CH:22][CH:21]=[CH:20][C:19]=3[N:13]3[CH:12]=[N:11][N:10]([CH3:9])[C:14]3=[CH:15][N:16]12. Procedure details: A solution of 2.41 g N-bromosuccinimide in 50 ml dimethylformamide was added dropwise to 3.53 g 1-methyl-4H-indolo[1,2-d][1,2,4]triazolo[4,3-a][1,4]benzodiazepine in 108 ml dimethylformamide. After the addition was complete, the reaction mixture was stirred for one hour at room temperature. Upon addition of water, a solid precipitated, which was collected, washed with water and dried. Recrystallization from water/methanol yielded 2.55 g solid; Reactants: COC(=O)C(Cc1ccc(Cl)c(F)c1)C(=O)OC(C)(C)C, O. Product: CC(C)(C)OC(=O)C(Cc1ccc(Cl)c(F)c1)C(=O)O. As a reaction SMILES: [C:1]([CH3:2])([CH3:3])([CH3:4])[O:5][C:6](=[O:7])[CH:8]([C:9](=[O:10])[O:11][CH3:12])[CH2:13][c:14]1[cH:15][c:16]([F:21])[c:17]([Cl:20])[cH:18][cH:19]1.[OH2:22]>>[C:1]([CH3:2])([CH3:3])([CH3:4])[O:5][C:6](=[O:7])[CH:8]([C:9](=[O:10])[OH:11])[CH2:13][c:14]1[cH:15][c:16]([F:21])[c:17]([Cl:20])[cH:18][cH:19]1. The reactants are CC(C)(C)OC(=O)N1CCC(Oc2ccc([N+](=O)[O-])cc2)CC1, CCO, CO, [H][H]. Product: CC(C)(C)OC(=O)N1CCC(Oc2ccc(N)cc2)CC1. As a reaction SMILES: [C:1]([CH3:2])([CH3:3])([CH3:4])[O:5][C:6](=[O:7])[N:8]1[CH2:9][CH2:10][CH:11]([O:14][c:15]2[cH:16][cH:17][c:18]([N+:21]([O-:22])=[O:23])[cH:19][cH:20]2)[CH2:12][CH2:13]1.[CH3:26][CH2:27][OH:28].[CH3:29][OH:30].[H:24][H:25]>>[C:1]([CH3:2])([CH3:3])([CH3:4])[O:5][C:6](=[O:7])[N:8]1[CH2:9][CH2:10][CH:11]([O:14][c:15]2[cH:16][cH:17][c:18]([NH2:21])[cH:19][cH:20]2)[CH2:12][CH2:13]1. Starting materials: [Na].[Na].C(=O)(O)CCC=1N=NNC1S (4-(2-carboxyethyl)-1,2,3-triazol-5-thiol disodium salt), CC(=O)OCC1=C(N2[C@@H]([C@@H](C2=O)N)SC1)C(=O)O (7-aminocephalosporanic acid). As a reaction SMILES: [Na].[Na].[C:3]([CH2:6][CH2:7][C:8]1[N:9]=[N:10][NH:11][C:12]=1[SH:13])([OH:5])=[O:4].CC(O[CH2:18][C:19]1[CH2:28][S:27][C@@H:22]2[C@H:23]([NH2:26])[C:24](=[O:25])[N:21]2[C:20]=1[C:29]([OH:31])=[O:30])=O>>[NH2:26][CH:23]1[C:24](=[O:25])[N:21]2[C:20]([C:29]([OH:31])=[O:30])=[C:19]([CH2:18][S:13][C:12]3[NH:11][N:10]=[N:9][C:8]=3[CH2:7][CH2:6][C:3]([OH:5])=[O:4])[CH2:28][S:27][C@H:22]12 |f:0.1.2,^1:0,1|. Reported procedure: When an equivalent amount of 4-(2-carboxyethyl)-1,2,3-triazol-5-thiol disodium salt, prepared as in Example 8, is reacted with 7-aminocephalosporanic acid by the procedure of Example 8, 7-amino-3-[4-(2-carboxyethyl)-1,2,3-triazol-5-ylthiomethyl]-3-cephem-4-carboxylic acid is obtained. Yields the product NC1[C@@H]2N(C(=C(CS2)CSC2=C(N=NN2)CCC(=O)O)C(=O)O)C1=O (7-amino-3-[4-(2-carboxyethyl)-1,2,3-triazol-5-ylthiomethyl]-3-cephem-4-carboxylic acid).